From a dataset of the Open Reaction Database (ORD), a public repository of structured organic reaction records. describe an organic reaction: reactants, conditions, products, and yield Starting materials: COC1=CC=C(C=C1)N(CCC(=O)OCC)CCC(=O)OCC (diethyl 3,3'-[(4-methoxyphenyl)-imino]dipropionate), [O-]CC.[Na+] (sodium ethoxide). Run in C=1(C(=CC=CC1)C)C (xylene), C(C)O (ethanol), C(C)O (ethanol). Run at temperature 110 celsius. The product is COC1=CC=C(C=C1)N1CC(C(CC1)=O)C(=O)OCC (ethyl 1-(p-methoxyphenyl)-4-oxo-3-piperidinecarboxylate). Reaction SMILES: [CH3:1][O:2][C:3]1[CH:8]=[CH:7][C:6]([N:9]([CH2:17][CH2:18][C:19]([O:21][CH2:22][CH3:23])=[O:20])[CH2:10][CH2:11][C:12]([O:14]CC)=O)=[CH:5][CH:4]=1.[O-]CC.[Na+]>C1(C)C(C)=CC=CC=1.C(O)C>[CH3:1][O:2][C:3]1[CH:4]=[CH:5][C:6]([N:9]2[CH2:10][CH2:11][C:12](=[O:14])[CH:18]([C:19]([O:21][CH2:22][CH3:23])=[O:20])[CH2:17]2)=[CH:7][CH:8]=1 |f:1.2|. Reported procedure: 32.3 g of diethyl 3,3'-[(4-methoxyphenyl)-imino]dipropionate in 40 ml of xylene were added under argon to a freshly prepared solution of sodium ethoxide in absolute ethanol (2.3 g of sodium in 55 ml of ethanol). The mixture was heated slowly to about 110° C., by which means the ethanol was distilled off. Thereafter, the mixture was heated for a further 2 hours. The mixture was cooled to room temperature and poured on to ice. After neutralization with concentrated hydrochloric acid, the mixture w... Reactants: ClCCl, COc1ccc(C(C)C)cc1C=O, N#CC1=C(C#N)C(=O)C(Cl)=C(Cl)C1=O, O. Yields the product COc1ccc(C(C)(C)O)cc1C=O. As a reaction SMILES: [CH2:29]([Cl:30])[Cl:31].[CH:15]([CH3:16])([CH3:17])[c:18]1[cH:19][cH:20][c:21]([O:26][CH3:27])[c:22]([CH:23]=[O:24])[cH:25]1.[Cl:1][C:2]1=[C:13]([Cl:14])[C:12](=[O:9])[C:8]([C:10]#[N:11])=[C:5]([C:6]#[N:7])[C:3]1=[O:4].[OH2:28]>>[OH:9][C:15]([CH3:16])([CH3:17])[c:18]1[cH:19][cH:20][c:21]([O:26][CH3:27])[c:22]([CH:23]=[O:24])[cH:25]1. Yields the product CS(=O)(=O)C1=CC=C(C=C1)C1=NC=C(C=N1)OCC1CCN(CC1)C(=O)OC(C)C (1-Methylethyl 4-[({2-[4-(methylsulfonyl)phenyl]-5-pyrimidinyl}oxy)methyl]-1-piperidinecarboxylate). Procedure details: The title compound (80 mg, 92%) was prepared as a white solid from 1,1-dimethylethyl 4-[({2-[4-(methylsulfonyl)phenyl]-5-pyrimidinyl}oxy)methyl]-1-piperidinecarboxylate (Example 128, 90 mg, 0.20 mmol) and TFA (1.0 mL) in CH2Cl2 (6 mL) then diisopropylethylamine (1.0 ml) and isopropyl chloroformate (1.0M in toluene, 0.22 mL, 0.22 mmol) in a manner similar to Example 74. 1H NMR (400 MHz, CDCl3): δ 8.56 (d, 2H, J=8.5 Hz), 8.48 (s, 2H), 8.02 (d, 2H, J=8.6 Hz), 4.92 (septet, 1H, J=6.2 Hz), 4.24 (bs, ... RXN SMILES: [CH3:1][S:2]([C:5]1[CH:10]=[CH:9][C:8]([C:11]2[N:16]=[CH:15][C:14]([O:17][CH2:18][CH:19]3[CH2:24][CH2:23][N:22]([C:25]([O:27][C:28](C)([CH3:30])[CH3:29])=[O:26])[CH2:21][CH2:20]3)=[CH:13][N:12]=2)=[CH:7][CH:6]=1)(=[O:4])=[O:3].C(O)(C(F)(F)F)=O.C(N(C(C)C)CC)(C)C.ClC(OC(C)C)=O>C(Cl)Cl>[CH3:1][S:2]([C:5]1[CH:10]=[CH:9][C:8]([C:11]2[N:16]=[CH:15][C:14]([O:17][CH2:18][CH:19]3[CH2:24][CH2:23][N:22]([C:25]([O:27][CH:28]([CH3:30])[CH3:29])=[O:26])[CH2:21][CH2:20]3)=[CH:13][N:12]=2)=[CH:7][CH:6]=1)(=[O:4])=[O:3]. Reactants: CS(=O)(=O)C1=CC=C(C=C1)C1=NC=C(C=N1)OCC1CCN(CC1)C(=O)OC(C)(C)C (1,1-Dimethylethyl 4-[({2-[4-(methylsulfonyl)phenyl]-5-pyrimidinyl}oxy)methyl]-1-piperidinecarboxylate), C(=O)(C(F)(F)F)O (TFA), ClC(=O)OC(C)C (isopropyl chloroformate), C(C)(C)N(CC)C(C)C (diisopropylethylamine). Isolated yield 92.3%. The solvent is C(Cl)Cl (CH2Cl2). Run in CO (methanol). Isolated yield 86.0%. Reported procedure: A portion of 4-nitrophthalonitrile (5.15 g, 29.8 mmole) was dissolved in 125 mL methanol in a hydrogenation flask. The catalyst, 10% Pd/C (515 mg), was added to the mixture which was then flushed with H2 and stirred under 50 psi of H2 for 1 hour. The catalyst was removed by filtration and the solvent was distilled off under vacuum. The desired 4-aminophthalonitrile was obtained in 86% yield (3.66 g). Reactants: [N+](=O)([O-])C=1C=C(C(C#N)=CC1)C#N (4-nitrophthalonitrile). Reaction conditions: time 1 hour. Reaction SMILES: [N+:1]([C:4]1[CH:5]=[C:6]([C:12]#[N:13])[C:7](=[CH:10][CH:11]=1)[C:8]#[N:9])([O-])=O>CO.[Pd]>[NH2:1][C:4]1[CH:5]=[C:6]([C:12]#[N:13])[C:7](=[CH:10][CH:11]=1)[C:8]#[N:9]. The product is NC=1C=C(C(C#N)=CC1)C#N (4-aminophthalonitrile). The reagents and catalysts are [Pd] (Pd/C). Starting materials: CC(C)(C)OC(=O)NCCCCC(N)CO, CC(=O)O[BH-](OC(C)=O)OC(C)=O, CC(C)C=O, ClCCl, [Na+]. Yields the product CC(C)CNC(CO)CCCCNC(=O)OC(C)(C)C. Reaction SMILES: [C:1]([CH3:2])([CH3:3])([CH3:4])[O:5][C:6]([NH:7][CH2:8][CH2:9][CH2:10][CH2:11][CH:12]([CH2:13][OH:14])[NH2:15])=[O:16].[C:22]([O:23][BH-:24]([O:25][C:26](=[O:27])[CH3:28])[O:29][C:30](=[O:31])[CH3:32])(=[O:33])[CH3:34].[CH:17]([CH:18]([CH3:19])[CH3:20])=[O:21].[Cl:36][CH2:37][Cl:38].[Na+:35]>>[C:1]([CH3:2])([CH3:3])([CH3:4])[O:5][C:6]([NH:7][CH2:8][CH2:9][CH2:10][CH2:11][CH:12]([CH2:13][OH:14])[NH:15][CH2:17][CH:18]([CH3:19])[CH3:20])=[O:16]. Reactants: N1=CC(=CC=C1)OCCO (2-(3-Pyridyloxy)ethanol), (2R)-methylpiperazine, ClC=1C(=NC=CN1)N1[C@H](CN(CC1)C(=O)OC(C)(C)C)C (3-chloro-2-[4-tert-butoxycarbonyl-(2S)-methyl-1-piperazinyl]pyrazine), (2S)-methyl piperazine. The product is Cl.C[C@@H]1N(CCNC1)C1=NC=CN=C1OCCOC=1C=NC=CC1 ((2S)-Methyl-1-{3-[2-(3-pyridinyloxy)ethyloxy]-2-pyrazinyl}piperazine, Hydrochloride). The yield is 58.0%. Reaction SMILES: [N:1]1[CH:6]=[CH:5][CH:4]=[C:3]([O:7][CH2:8][CH2:9][OH:10])[CH:2]=1.[Cl:11][C:12]1[C:13]([N:18]2[CH2:23][CH2:22][N:21](C(OC(C)(C)C)=O)[CH2:20][C@@H:19]2[CH3:31])=[N:14][CH:15]=[CH:16][N:17]=1>>[ClH:11].[CH3:31][C@H:19]1[CH2:20][NH:21][CH2:22][CH2:23][N:18]1[C:13]1[C:12]([O:10][CH2:9][CH2:8][O:7][C:3]2[CH:2]=[N:1][CH:6]=[CH:5][CH:4]=2)=[N:17][CH:16]=[CH:15][N:14]=1 |f:2.3|. Procedure: The title compound was prepared starting from 2-(3-pyridyloxy)ethanol (from Example 150, Step 1) and 3-chloro-2-[4-tert-butoxycarbonyl-(2S)-methyl-1-piperazinyl]pyrazine (prepared according to the procedure of Example 172, Step 2, with the exception that (2S)-methyl piperazine was substituted for (2R)-methylpiperazine). MS m/z 316 (M+H)+. Yield 58%; mp 170-172° C. Anal. (C16H21N5O2.1.45HCl) C, H, N.